From a dataset of the Open Reaction Database (ORD), a public repository of structured organic reaction records. describe an organic reaction: reactants, conditions, products, and yield The reactants are COC=1C=C(CN2C(=C(C3=CC(=CC=C23)OCCNC)C2=CC=C(C=C2)OC)C(=O)OCC)C=CC1 (Ethyl 1-(3-methoxybenzyl)-3-(4-methoxyphenyl)-5-[2-(methylamino)ethoxy]-1H-indole-2-carboxylate), C(C)(C)N(CC)C(C)C (diisopropylethylamine), ClC=1OC2=C(N1)C=CC=C2 (2-chlorobenzoxazole). Run in CN(C=O)C (N,N-dimethylformamide), C([O-])(O)=O.[Na+] (sodium bicarbonate). Reaction conditions: temperature 120 celsius. Product: O1C(=NC2=C1C=CC=C2)N(CCOC=2C=C1C(=C(N(C1=CC2)CC2=CC(=CC=C2)OC)C(=O)OCC)C2=CC=C(C=C2)OC)C (Ethyl 5-{2-[1,3-benzoxazol-2-yl(methyl)amino]ethoxy}-1-(3-methoxybenzyl)-3-(4-methoxyphenyl)-1H-indole-2-carboxylate). The yield is 97.0%. As a reaction SMILES: [CH3:1][O:2][C:3]1[CH:4]=[C:5]([CH:34]=[CH:35][CH:36]=1)[CH2:6][N:7]1[C:15]2[C:10](=[CH:11][C:12]([O:16][CH2:17][CH2:18][NH:19][CH3:20])=[CH:13][CH:14]=2)[C:9]([C:21]2[CH:26]=[CH:25][C:24]([O:27][CH3:28])=[CH:23][CH:22]=2)=[C:8]1[C:29]([O:31][CH2:32][CH3:33])=[O:30].C(N(C(C)C)CC)(C)C.Cl[C:47]1[O:48][C:49]2[CH:55]=[CH:54][CH:53]=[CH:52][C:50]=2[N:51]=1>CN(C)C=O.C(=O)(O)[O-].[Na+]>[O:48]1[C:49]2[CH:55]=[CH:54][CH:53]=[CH:52][C:50]=2[N:51]=[C:47]1[N:19]([CH3:20])[CH2:18][CH2:17][O:16][C:12]1[CH:11]=[C:10]2[C:15](=[CH:14][CH:13]=1)[N:7]([CH2:6][C:5]1[CH:34]=[CH:35][CH:36]=[C:3]([O:2][CH3:1])[CH:4]=1)[C:8]([C:29]([O:31][CH2:32][CH3:33])=[O:30])=[C:9]2[C:21]1[CH:22]=[CH:23][C:24]([O:27][CH3:28])=[CH:25][CH:26]=1 |f:4.5|. Procedure: To a solution of Ethyl 1-(3-methoxybenzyl)-3-(4-methoxyphenyl)-5-[2-(methylamino)ethoxy]-1H-indole-2-carboxylate (Example 156, 100 mg, 0.2028 mmol) in N,N-dimethylformamide (1.5 ml) was added diisopropylethylamine (0.09 ml, 0.5167 mmol, 2.5 eq.) and 2-chlorobenzoxazole (0.03 ml, 0.2636 mmol, 1.3 eq.). The reaction mixture was heated at 120° C. for 4 hr. After cooling the reaction was diluted with saturated aqueous sodium bicarbonate and then extracted with ethyl acetate. The combined organic ext... Reactants: CCO, FC1(C2CC2)CNC1, CCN(C(C)C)C(C)C, Clc1cc(Cl)nc(Cl)c1, Cl. Product: FC1(C2CC2)CN(c2cc(Cl)nc(Cl)c2)C1. Reaction SMILES: [CH3:28][CH2:29][OH:30].[CH:11]1([C:14]2([F:18])[CH2:15][NH:16][CH2:17]2)[CH2:12][CH2:13]1.[CH:19]([N:20]([CH2:21][CH3:22])[CH:23]([CH3:24])[CH3:25])([CH3:26])[CH3:27].[Cl:1][c:2]1[n:3][c:4]([Cl:9])[cH:5][c:6]([Cl:8])[cH:7]1.[ClH:10]>>[Cl:1][c:2]1[n:3][c:4]([Cl:9])[cH:5][c:6]([N:16]2[CH2:15][C:14]([CH:11]3[CH2:12][CH2:13]3)([F:18])[CH2:17]2)[cH:7]1. Run at temperature -5 celsius. Starting materials: C1(=CC=CC=C1)S(=O)(=O)N1C=C(C2=C1N=CN=C2C2CC2)I (7-benzenesulfonyl-4-cyclopropyl-5-iodo-7H-pyrrolo[2,3-d]pyrimidine), C(C)(C)[Mg]Cl (isopropylmagnesium chloride), C(C)(C)(C)OC(N(C=1C=NC(=CC1)OC)C1=NC(=C(C=C1)C=O)F)=O ((6-fluoro-5-formyl-pyridin-2-yl)-(6-methoxy-pyridin-3-yl)-carbamic acid tert-butyl ester), O (water). Isolated yield 90.0%. As a reaction SMILES: [C:1]1([S:7]([N:10]2[C:14]3[N:15]=[CH:16][N:17]=[C:18]([CH:19]4[CH2:21][CH2:20]4)[C:13]=3[C:12](I)=[CH:11]2)(=[O:9])=[O:8])[CH:6]=[CH:5][CH:4]=[CH:3][CH:2]=1.C([Mg]Cl)(C)C.[C:28]([O:32][C:33](=[O:52])[N:34]([C:43]1[CH:48]=[CH:47][C:46]([CH:49]=[O:50])=[C:45]([F:51])[N:44]=1)[C:35]1[CH:36]=[N:37][C:38]([O:41][CH3:42])=[CH:39][CH:40]=1)([CH3:31])([CH3:30])[CH3:29].O>O1CCCC1>[C:28]([O:32][C:33](=[O:52])[N:34]([C:43]1[CH:48]=[CH:47][C:46]([CH:49]([C:12]2[C:13]3[C:18]([CH:19]4[CH2:21][CH2:20]4)=[N:17][CH:16]=[N:15][C:14]=3[N:10]([S:7]([C:1]3[CH:6]=[CH:5][CH:4]=[CH:3][CH:2]=3)(=[O:9])=[O:8])[CH:11]=2)[OH:50])=[C:45]([F:51])[N:44]=1)[C:35]1[CH:36]=[N:37][C:38]([O:41][CH3:42])=[CH:39][CH:40]=1)([CH3:31])([CH3:29])[CH3:30]. Procedure details: To a solution of 7-benzenesulfonyl-4-cyclopropyl-5-iodo-7H-pyrrolo[2,3-d]pyrimidine (32, 0.760 g, 1.79 mmol) in 5.43 mL of tetrahydrofuran at −40° C. under nitrogen, isopropylmagnesium chloride (0.892 mL, 2.0 M in tetrahydrofuran, 1.78 mmol) is added slowly. The reaction is allowed to warm to −5° C. over 75 minutes, then cooled to −45° C. and (6-fluoro-5-formyl-pyridin-2-yl)-(6-methoxy-pyridin-3-yl)-carbamic acid tert-butyl ester (57, 0.38 g, 1.1 mmol) in 2.0 mL of tetrahydrofuran is added. The ... Solvent: O1CCCC1 (tetrahydrofuran), O1CCCC1 (tetrahydrofuran). Yields the product C(C)(C)(C)OC(N(C=1C=NC(=CC1)OC)C1=NC(=C(C=C1)C(O)C1=CN(C=2N=CN=C(C21)C2CC2)S(=O)(=O)C2=CC=CC=C2)F)=O ({5-[(7-benzenesulfonyl-4-cyclopropyl-7H-pyrrolo[2,3-d]pyrimidin-5-yl)-hydroxy-methyl]-6-fluoro-pyridin-2-yl}-(6-methoxy-pyridin-3-yl)-carbamic acid tert-butyl ester). Reactants: C12(CC3CC(CC(C1)C3)C2)C2=C(C=CC(=C2)Br)O (2-(1-adamantyl)-4-bromophenol), COCCOCCl (2-methoxyethoxymethyl chloride), [H-].[Na+] (sodium hydride), O (water). The solvent is CN(C)C=O (DMF), CN(C)C=O (DMF), CN(C)C=O (DMF). Conditions: time 4 hour. Product: C12(CC3CC(CC(C1)C3)C2)C=2C=C(C=CC2OCOCCOC)Br (3-(1-adamantyl)-1-bromo-4-methoxyethoxymethoxybenzene). As a reaction SMILES: [H-].[Na+].[C:3]12([C:13]3[CH:18]=[C:17]([Br:19])[CH:16]=[CH:15][C:14]=3[OH:20])[CH2:12][CH:7]3[CH2:8][CH:9]([CH2:11][CH:5]([CH2:6]3)[CH2:4]1)[CH2:10]2.[CH3:21][O:22][CH2:23][CH2:24][O:25][CH2:26]Cl.O>CN(C=O)C>[C:3]12([C:13]3[CH:18]=[C:17]([Br:19])[CH:16]=[CH:15][C:14]=3[O:20][CH2:21][O:22][CH2:23][CH2:24][O:25][CH3:26])[CH2:4][CH:5]3[CH2:11][CH:9]([CH2:8][CH:7]([CH2:6]3)[CH2:12]1)[CH2:10]2 |f:0.1|. Procedure: 3.8 g (0.13 mol) of sodium hydride (80% in oil) and 50 ml of DMF were introduced into a three-necked flask under a stream of nitrogen, a solution of 40 g (0.13 mol) of 2-(1-adamantyl)-4-bromophenol in 100 ml of DMF was then added dropwise and stirring was carried out until gas evolution has ceased. A solution of 18 ml (0.15 mol) of 2-methoxyethoxymethyl chloride in 20 ml of DMF was then added dropwise and stirring was carried out for four hours at room temperature. The reaction mixture was then ... The reactants are C(#N)CCCC1OCCO1 (2-(3-Cyanopropyl)-1,3-dioxolane), [H][H] (hydrogen), 100. Reagents/catalysts: [Ru] (ruthenium). Solvent: N (ammonia), C(C)O (ethanol). Run at time 32 hour. Yields the product NCCCCC1OCCO1 (2-(4-Aminobutyl)-1,3-Dioxolane). Isolated yield 802.4%. Reaction SMILES: [C:1]([CH2:3][CH2:4][CH2:5][CH:6]1[O:10][CH2:9][CH2:8][O:7]1)#[N:2].[H][H]>N.C(O)C.[Ru]>[NH2:2][CH2:1][CH2:3][CH2:4][CH2:5][CH:6]1[O:10][CH2:9][CH2:8][O:7]1. Procedure details: To a solution of 14.5 gm (10.3 mmol) 2-(3-Cyanopropyl)-1,3-dioxolane in anhydrous ammonia and ethanol was added 5% ruthenium on aluminum oxide. The reaction mixture was hydrogenated with an initial hydrogen pressure of 100 p.s.i. at ambient temperature for 32 hours. The reaction mixture was filtered and the filtrate concentrated under reduced pressure. The residue was purified by silica gel chromatography to give 12.0 gm (80.5%) of the product. MS (FD+) (m/e): 146.